Task: describe an organic reaction: reactants, conditions, products, and yield. Dataset: the Open Reaction Database (ORD), a public repository of structured organic reaction records The reactants are ClC1=C(C(=O)Cl)C=CC(=C1)Cl (2,4-dichlorobenzoyl chloride), Cl (hydrochloric acid), C1(=CC=CC=C1)S(=O)(=O)N (phenylsulfonamide), C([O-])([O-])=O.[K+].[K+] (potassium carbonate). Solvent: O1CCOCC1 (dioxane), O (water). Yields the product ClC1=C(C(=O)NS(=O)(=O)C2=CC=CC=C2)C=CC(=C1)Cl (N-[2,4-dichlorobenzoyl]phenylsulfonamide). RXN SMILES: [C:1]1([S:7]([NH2:10])(=[O:9])=[O:8])[CH:6]=[CH:5][CH:4]=[CH:3][CH:2]=1.C(=O)([O-])[O-].[K+].[K+].[Cl:17][C:18]1[CH:26]=[C:25]([Cl:27])[CH:24]=[CH:23][C:19]=1[C:20](Cl)=[O:21].Cl>O1CCOCC1.O>[Cl:17][C:18]1[CH:26]=[C:25]([Cl:27])[CH:24]=[CH:23][C:19]=1[C:20]([NH:10][S:7]([C:1]1[CH:6]=[CH:5][CH:4]=[CH:3][CH:2]=1)(=[O:9])=[O:8])=[O:21] |f:1.2.3|. Procedure details: To a mixture of phenylsulfonamide (0.16 mol; 25.12 g) and potassium carbonate (0.2 mol; 27.6 g) in 500 mL dioxane is added dropwise 2,4-dichlorobenzoyl chloride (0.13 mole; 18.0 mL). The mixture is warmed to reflux under nitrogen for 16 hr. The reaction is then diluted with water (500 mL), neutralized to pH 5 with concentrated hydrochloric acid, and extracted 3 times with ethyl acetate. The combined ethyl acetate layers are washed with saturated aqueous sodium chloride, dried over sodium sulfate... The reactants are O=C(Cl)Oc1ccc([N+](=O)[O-])cc1, Nc1ccc([N+](=O)[O-])cc1. The product is O=C(Nc1ccc([N+](=O)[O-])cc1)Oc1ccc([N+](=O)[O-])cc1. Reaction SMILES: [Cl:11][C:12](=[O:13])[O:14][c:15]1[cH:16][cH:17][c:18]([N+:21](=[O:22])[O-:23])[cH:19][cH:20]1.[N+:1](=[O:2])([O-:3])[c:4]1[cH:5][cH:6][c:7]([NH2:8])[cH:9][cH:10]1>>[N+:1](=[O:2])([O-:3])[c:4]1[cH:5][cH:6][c:7]([NH:8][C:12](=[O:13])[O:14][c:15]2[cH:16][cH:17][c:18]([N+:21](=[O:22])[O-:23])[cH:19][cH:20]2)[cH:9][cH:10]1. Run in C(OC)COC (dimethoxyethane), O (water), C(C)O (ethanol). The reactants are ClCCl (dichloromethane), BrC1=NN(C(=C1C=1C=CC2=C(CCCO2)C1)C(C(=O)OC)OC(C)(C)C)C (methyl 2-[3-bromo-4-(3,4-dihydro-2H-1-benzopyran-6-yl)-1-methyl-1H-pyrazol-5-yl]-2-(tert-butoxy)acetate), C([O-])([O-])=O.[Na+].[Na+] (disodium carbonate), C12C(=CC(CC1)C2)B(O)O (bicyclo[2.2.1]hept-2-en-2-ylboronic acid). Conditions: temperature 140 celsius. Product: C12C(=CC(CC1)C2)C2=NN(C(=C2C=2C=CC1=C(CCCO1)C2)C(C(=O)O)OC(C)(C)C)C (2-(3-{bicyclo[2.2.1]hept-2-en-2-yl}-4-(3,4-dihydro-2H-1-benzopyran-6-yl)-1-methyl-1H-pyrazol-5-yl)-2-(tert-butoxy)acetic acid). Reaction SMILES: Br[C:2]1[C:6]([C:7]2[CH:8]=[CH:9][C:10]3[O:15][CH2:14][CH2:13][CH2:12][C:11]=3[CH:16]=2)=[C:5]([CH:17]([O:22][C:23]([CH3:26])([CH3:25])[CH3:24])[C:18]([O:20]C)=[O:19])[N:4]([CH3:27])[N:3]=1.C(=O)([O-])[O-].[Na+].[Na+].[CH:34]12[CH2:40][CH:37]([CH2:38][CH2:39]1)[CH:36]=[C:35]2B(O)O.ClCCl>C(COC)OC.C1C=CC(P(C2C=CC=CC=2)[C-]2C=CC=C2)=CC=1.C1C=CC(P(C2C=CC=CC=2)[C-]2C=CC=C2)=CC=1.Cl[Pd]Cl.[Fe+2].O.C(O)C>[CH:34]12[CH2:40][CH:37]([CH2:38][CH2:39]1)[CH:36]=[C:35]2[C:2]1[C:6]([C:7]2[CH:8]=[CH:9][C:10]3[O:15][CH2:14][CH2:13][CH2:12][C:11]=3[CH:16]=2)=[C:5]([CH:17]([O:22][C:23]([CH3:24])([CH3:26])[CH3:25])[C:18]([OH:20])=[O:19])[N:4]([CH3:27])[N:3]=1 |f:1.2.3,7.8.9.10|. Procedure details: A solution of methyl 2-[3-bromo-4-(3,4-dihydro-2H-1-benzopyran-6-yl)-1-methyl-1H-pyrazol-5-yl]-2-(tert-butoxy)acetate (11i) (50 mg, 0.114 mmol), disodium carbonate (36 mg, 0.343 mmol), and bicyclo[2.2.1]hept-2-en-2-ylboronic acid (19 mg, 0.137 mmol) in a mixture of dimethoxyethane (0.45 mL), ethanol (0.19 mL) and water (0.13 mL) was bubbled with nitrogen for 5 minutes. [1,1′-Bis(diphenylphosphino) ferrocene]dichloropalladium(II), complex with dichloromethane (4.7 mg, 0.006 mmol) was added and th... Reagents/catalysts: C1=CC=C(C=C1)P([C-]2C=CC=C2)C3=CC=CC=C3.C1=CC=C(C=C1)P([C-]2C=CC=C2)C3=CC=CC=C3.Cl[Pd]Cl.[Fe+2] ([1,1′-Bis(diphenylphosphino) ferrocene]dichloropalladium(II)). Isolated yield 60.5%. Starting materials: CCO, NN, O=C1c2ccccc2C(=O)N1CCc1cccc(N2C(=O)N(c3ccc(C(F)(F)F)cc3Cl)Cc3cnc(Nc4ccccc4)nc32)c1, O. Yields the product NCCc1cccc(N2C(=O)N(c3ccc(C(F)(F)F)cc3Cl)Cc3cnc(Nc4ccccc4)nc32)c1. RXN SMILES: [CH3:52][CH2:53][OH:54].[NH2:50][NH2:51].[NH:1]([c:2]1[cH:3][cH:4][cH:5][cH:6][cH:7]1)[c:8]1[n:9][cH:10][c:11]2[c:12]([n:13]1)[N:14]([c:30]1[cH:31][c:32]([CH2:36][CH2:37][N:38]3[C:39](=[O:40])[c:41]4[cH:42][cH:43][cH:44][cH:45][c:46]4[C:47]3=[O:48])[cH:33][cH:34][cH:35]1)[C:15](=[O:29])[N:16]([c:18]1[c:19]([Cl:28])[cH:20][c:21]([C:24]([F:25])([F:26])[F:27])[cH:22][cH:23]1)[CH2:17]2.[OH2:49]>>[NH:1]([c:2]1[cH:3][cH:4][cH:5][cH:6][cH:7]1)[c:8]1[n:9][cH:10][c:11]2[c:12]([n:13]1)[N:14]([c:30]1[cH:31][c:32]([CH2:36][CH2:37][NH2:38])[cH:33][cH:34][cH:35]1)[C:15](=[O:29])[N:16]([c:18]1[c:19]([Cl:28])[cH:20][c:21]([C:24]([F:25])([F:26])[F:27])[cH:22][cH:23]1)[CH2:17]2. Reactants: O=C1C(O)=C([O-])[C@H](O1)[C@@H](O)CO.[Na+] (Sodium ascorbate), O (water), C(#N)C=1C(OC(C1C1=CC=C(C=C1)C#C)(C)C)=C(C#N)C#N (2-[3-cyano-4-(4-ethynyl-phenyl)-5,5-dimethyl-5H-furan-2-ylidene]malononitrile), N(=[N+]=[N-])C1=CC=CC=C1 (azidobenzene). The solvent is C(C)O (ethanol). Procedure: A mixture of 2-[3-cyano-4-(4-ethynyl-phenyl)-5,5-dimethyl-5H-furan-2-ylidene]malononitrile (150 mg, 0.53 mmol) and azidobenzene (80 mg, 0.67 mmol) in 20 mL ethanol was heated to 50° C. and stirred under N2. Sodium ascorbate (30 mg, 0.15 mmol in 1 mL water) solution was added followed by copper sulfate (20 mg, 0.08 mmol in 2 ml . . . water) solution. The mixture was stirred at 50° C. for 24 h, cooled and poured into cold water (100 mL) and was stirred at room temperature for 1 h. The precipitate ... Run at temperature 50 celsius. Product: C(#N)C=1C(OC(C1C1=CC=C(C=C1)C=1N=NN(C1)C1=CC=CC=C1)(C)C)=C(C#N)C#N (2-{3-Cyano-5,5-dimethyl 4-[4 (1-phenyl-1H-[1,2,3]triazol-4-yl)phenyl]-5H-furan-2-ylidene}malononitrile). Reaction SMILES: [C:1]([C:3]1[C:4](=[C:18]([C:21]#[N:22])[C:19]#[N:20])[O:5][C:6]([CH3:17])([CH3:16])[C:7]=1[C:8]1[CH:13]=[CH:12][C:11]([C:14]#[CH:15])=[CH:10][CH:9]=1)#[N:2].[N:23]([C:26]1[CH:31]=[CH:30][CH:29]=[CH:28][CH:27]=1)=[N+:24]=[N-:25].O=C1O[C@H]([C@H](CO)O)C([O-])=C1O.[Na+].O>C(O)C.S([O-])([O-])(=O)=O.[Cu+2]>[C:1]([C:3]1[C:4](=[C:18]([C:19]#[N:20])[C:21]#[N:22])[O:5][C:6]([CH3:17])([CH3:16])[C:7]=1[C:8]1[CH:13]=[CH:12][C:11]([C:14]2[N:25]=[N:24][N:23]([C:26]3[CH:31]=[CH:30][CH:29]=[CH:28][CH:27]=3)[CH:15]=2)=[CH:10][CH:9]=1)#[N:2] |f:2.3,6.7|. The reagents and catalysts are S(=O)(=O)([O-])[O-].[Cu+2] (copper sulfate). The reactants are CCO, COc1cccc(C(N)=O)c1[N+](=O)[O-]. Yields the product COc1cccc(C(N)=O)c1N. RXN SMILES: [CH3:15][CH2:16][OH:17].[CH3:1][O:2][c:3]1[c:4]([N+:12]([O-:13])=[O:14])[c:5]([C:6](=[O:7])[NH2:8])[cH:9][cH:10][cH:11]1>>[CH3:1][O:2][c:3]1[c:4]([NH2:12])[c:5]([C:6](=[O:7])[NH2:8])[cH:9][cH:10][cH:11]1. Reaction SMILES: [CH2:22]1[O:23][CH2:24][CH2:25][CH2:26]1.[CH3:1][O:2][CH:3]=[CH:4][c:5]1[cH:6][cH:7][c:8](-[c:11]2[cH:12][cH:13][c:14]([C:17]([F:18])([F:19])[F:20])[cH:15][cH:16]2)[cH:9][cH:10]1.[ClH:21]>>[O:2]=[CH:3][CH2:4][c:5]1[cH:6][cH:7][c:8](-[c:11]2[cH:12][cH:13][c:14]([C:17]([F:18])([F:19])[F:20])[cH:15][cH:16]2)[cH:9][cH:10]1. The reactants are C1CCOC1, COC=Cc1ccc(-c2ccc(C(F)(F)F)cc2)cc1, Cl. The product is O=CCc1ccc(-c2ccc(C(F)(F)F)cc2)cc1. As a reaction SMILES: [Cl:1][C:2]1[CH:7]=[CH:6][C:5]([OH:8])=[CH:4][CH:3]=1.Cl[S:10]([N:13]=C=O)(=[O:12])=[O:11].O>C1(C)C=CC=CC=1>[Cl:1][C:2]1[CH:7]=[CH:6][C:5]([O:8][S:10](=[O:12])(=[O:11])[NH2:13])=[CH:4][CH:3]=1. The solvent is C1(=CC=CC=C1)C (toluene). Run at temperature 100 celsius. Product: ClC1=CC=C(C=C1)OS(N)(=O)=O (Sulfamic acid 4-chlorophenyl ester). Isolated yield 10.1%. The reactants are ClC1=CC=C(C=C1)O (4-chlorophenol), ClS(=O)(=O)N=C=O (chlorosulfonylisocyanate), O (water). Procedure: In one portion, 96 g (0.75 mole) of 4-chlorophenol was added to a stirred solution of 67.5 ml (0.75 mole) of chlorosulfonylisocyanate in 400 ml of toluene. The solution was heated at 100° C. for 16 hr and the solution chilled with an ice-acetone bath and water added dropwise until evolution of gases ceased. The tan solid which precipitated from solution was collected and dried for 16 hr to yield 133.4 g. A 25 g portion was recrystallized from 100 ml of toluene to give 15.8 g of white solid, mp 1... Starting materials: C(C)(=O)O (acetic acid), C(C)(=O)[O-].[Na+] (sodium acetate), BrC=1C=C(C=C(C1OC=1N=NC(=C(C1)C(C)C)Cl)Br)CC(=O)O ([3,5-dibromo-4-(6-chloro-5-isopropyl-pyridazin-3-yloxy)-phenyl]-acetic acid). Solvent: C1(=CC=CC=C1)C (toluene). Conditions: temperature 120 celsius. Product: BrC=1C=C(C=C(C1OC1=NNC(C(=C1)C(C)C)=O)Br)CC(=O)O ([3,5-Dibromo-4-(5-isopropyl-6-oxo-1,6-dihydro-pyridazin-3-yloxy)-phenyl]-acetic acid). Yield: 73.0%. As a reaction SMILES: C(O)(=[O:3])C.C([O-])(=O)C.[Na+].[Br:10][C:11]1[CH:12]=[C:13]([CH2:29][C:30]([OH:32])=[O:31])[CH:14]=[C:15]([Br:28])[C:16]=1[O:17][C:18]1[N:19]=[N:20][C:21](Cl)=[C:22]([CH:24]([CH3:26])[CH3:25])[CH:23]=1>C1(C)C=CC=CC=1>[Br:10][C:11]1[CH:12]=[C:13]([CH2:29][C:30]([OH:32])=[O:31])[CH:14]=[C:15]([Br:28])[C:16]=1[O:17][C:18]1[CH:23]=[C:22]([CH:24]([CH3:26])[CH3:25])[C:21](=[O:3])[NH:20][N:19]=1 |f:1.2|. Procedure details: A solution of 2-[3,5-dibromo-4-(6-chloro-5-isopropyl-pyridazin-3-yloxy)-phenyl]-ethanol (12) (111.4 g, 247 mmol) in acetonitrile (223 mL), methylene chloride (343 mL) and sodium phosphate buffer (343 mL of a 0.67 M solution, pH=6.7) was treated with 2,2,6,6-tetramethyl-1-piperidinyloxy free group (2.35 g, 14.83 mmol) at room temperature. A solution of sodium chlorite (44.71 g, 395.5 mmol) in water (135 mL) and a solution of sodium hypochlorite (28 mL, 24.5 mmol) in water (50 mL) were then added ... Procedure details: Ethyl 5-cyclohexyl-4,5-dihydroisoxazole-3-carboxylate (0.1 g; 0.44 mmol) was dissolved in a mixture of sodium hydroxide (5 mL, 1M in water) and dioxane (2 mL). The reaction mixture was stirred vigorously at room temperature overnight and concentrated under reduced pressure. The resulting solution was acidified and extracted with ethyl acetate, dried and concentrated under reduced pressure and the crude material was used without further purification. As a reaction SMILES: [CH:1]1([CH:7]2[O:11][N:10]=[C:9]([C:12]([O:14]CC)=[O:13])[CH2:8]2)[CH2:6][CH2:5][CH2:4][CH2:3][CH2:2]1>[OH-].[Na+].O1CCOCC1>[CH:1]1([CH:7]2[O:11][N:10]=[C:9]([C:12]([OH:14])=[O:13])[CH2:8]2)[CH2:2][CH2:3][CH2:4][CH2:5][CH2:6]1 |f:1.2|. The solvent is [OH-].[Na+] (sodium hydroxide), O1CCOCC1 (dioxane). Conditions: time 8 hour. Reactants: C1(CCCCC1)C1CC(=NO1)C(=O)OCC (Ethyl 5-cyclohexyl-4,5-dihydroisoxazole-3-carboxylate). The product is C1(CCCCC1)C1CC(=NO1)C(=O)O (5-cyclohexyl-4,5-dihydroisoxazole-3-carboxylic acid).